From a dataset of the Open Reaction Database (ORD), a public repository of structured organic reaction records. describe an organic reaction: reactants, conditions, products, and yield Starting materials: OC(=O)C(F)(F)F.C(N)(=N)C1=CC=C(C=C1)C=NOCC(=O)NC[C@@H](C(=O)OC)NC(=O)OCCCC (Methyl 3-[2-[[(4-amidinophenylmethylene)amino]oxy]-1-oxoethylamino]-2-(S)-[n-butyloxycarbonylamino]-propanoate TFA salt), [Li+].[OH-] (LiOH). The solvent is CO (methanol). Reaction conditions: time 16 hour. Product: OC(=O)C(F)(F)F.C(N)(=N)C1=CC=C(C=C1)C=NOCC(=O)NC[C@@H](C(=O)O)NC(=O)OCCCC (3-[2-[[(4-amidinophenylmethylene)amino]oxy]-1-oxoethylamino]-2-(S)-[n-butyloxycarbonylamino]-propanoic acid TFA salt). Yield: 71.1%. RXN SMILES: [OH:1][C:2]([C:4]([F:7])([F:6])[F:5])=[O:3].[C:8]([C:11]1[CH:16]=[CH:15][C:14]([CH:17]=[N:18][O:19][CH2:20][C:21]([NH:23][CH2:24][C@H:25]([NH:30][C:31]([O:33][CH2:34][CH2:35][CH2:36][CH3:37])=[O:32])[C:26]([O:28]C)=[O:27])=[O:22])=[CH:13][CH:12]=1)(=[NH:10])[NH2:9].[Li+].[OH-]>CO>[OH:3][C:2]([C:4]([F:7])([F:6])[F:5])=[O:1].[C:8]([C:11]1[CH:12]=[CH:13][C:14]([CH:17]=[N:18][O:19][CH2:20][C:21]([NH:23][CH2:24][C@H:25]([NH:30][C:31]([O:33][CH2:34][CH2:35][CH2:36][CH3:37])=[O:32])[C:26]([OH:28])=[O:27])=[O:22])=[CH:15][CH:16]=1)(=[NH:9])[NH2:10] |f:0.1,2.3,5.6|. Procedure: Methyl 3-[2-[[(4-amidinophenylmethylene)amino]oxy]-1-oxoethylamino]-2-(S)-[n-butyloxycarbonylamino]-propanoate TFA salt (91 mg, 0.17 mmol) was dissolved in 1.5 mL of methanol and 0.51 mL of 1M LiOH was added. After stirring at room temperature for 16 hours, the reaction mixture was evaporated in vacuo and the residue was dissolved in 2 mL of 1:1 CH2Cl2/TFA. This solution was evaporated in vacuo and the residue was purified by preparative HPLC (Dynamax-300A C18 reverse phase column; 21.4×250 mm; ... Starting materials: Cl (hydrochloric acid), FC1=C(C=CC(=C1NC1=NC=CC=C1C1=C2N=CN(C2=NC=N1)C1OCCCC1)F)NS(=O)(=O)C1=CC(=CC=C1)C(F)(F)F (N-(2,4-difluoro-3-(3-(9-(tetrahydro-2H-pyran-2-yl)-9H-purin-6-yl)pyridin-2-ylamino)phenyl)-3-(trifluoromethyl)benzenesulfonamide), target compound. Yield: 95.0%. Yields the product N1=CN=C2NC=NC2=C1C=1C(=NC=CC1)NC=1C(=C(C=CC1F)NS(=O)(=O)C1=CC(=CC=C1)C(F)(F)F)F (N-(3-(3-(9H-purin-6-yl)pyridin-2-ylamino)-2,4-difluorophenyl)-3-(trifluoromethyl)benzenesulfonamide). Reaction conditions: time 2 hour. As a reaction SMILES: Cl.[F:2][C:3]1[C:8]([NH:9][C:10]2[C:15]([C:16]3[N:24]=[CH:23][N:22]=[C:21]4[C:17]=3[N:18]=[CH:19][N:20]4C3CCCCO3)=[CH:14][CH:13]=[CH:12][N:11]=2)=[C:7]([F:31])[CH:6]=[CH:5][C:4]=1[NH:32][S:33]([C:36]1[CH:41]=[CH:40][CH:39]=[C:38]([C:42]([F:45])([F:44])[F:43])[CH:37]=1)(=[O:35])=[O:34]>>[N:24]1[C:16]([C:15]2[C:10]([NH:9][C:8]3[C:3]([F:2])=[C:4]([NH:32][S:33]([C:36]4[CH:41]=[CH:40][CH:39]=[C:38]([C:42]([F:45])([F:43])[F:44])[CH:37]=4)(=[O:35])=[O:34])[CH:5]=[CH:6][C:7]=3[F:31])=[N:11][CH:12]=[CH:13][CH:14]=2)=[C:17]2[C:21]([NH:20][CH:19]=[N:18]2)=[N:22][CH:23]=1. Procedure: 1M aqueous hydrochloric acid solution was added into the N-(2,4-difluoro-3-(3-(9-(tetrahydro-2H-pyran-2-yl)-9H-purin-6-yl)pyridin-2-ylamino)phenyl)-3-(trifluoromethyl)benzenesulfonamide (26 mg, 0.040 mmol) prepared at Step 10 and stirred for 2 hours. After the reaction, the reactant was washed with an aqueous solution of sodium hydrogen carbonate and salt water. After extraction with ethylacetate, the organic layer was dried with sulfuric anhydride magnesium and vacuum concentrated, and then ref... Reactants: OC1=CC2=C(C(CO2)=O)C=C1 (6-hydroxy-2H-benzofuran-3-one), COC1=C(C=C(C=O)C=C1)OCC1=CC=CC=C1 (4-methoxy-3-benzyloxybenzaldehyde), Cl (hydrochloric acid). Solvent: CO (methanol). The product is COC1=C(C=C(C=C1)C=C1OC2=C(C1=O)C=CC(=C2)O)OCC2=CC=CC=C2 (2-[(4-methoxy-3-benzyloxyphenyl)methylene]-6-hydroxy-3(2H)-benzofuranone). Isolated yield 67.8%. As a reaction SMILES: [OH:1][C:2]1[CH:11]=[CH:10][C:5]2[C:6](=[O:9])[CH2:7][O:8][C:4]=2[CH:3]=1.[CH3:12][O:13][C:14]1[CH:21]=[CH:20][C:17]([CH:18]=O)=[CH:16][C:15]=1[O:22][CH2:23][C:24]1[CH:29]=[CH:28][CH:27]=[CH:26][CH:25]=1.Cl>CO>[CH3:12][O:13][C:14]1[CH:21]=[CH:20][C:17]([CH:18]=[C:7]2[C:6](=[O:9])[C:5]3[CH:10]=[CH:11][C:2]([OH:1])=[CH:3][C:4]=3[O:8]2)=[CH:16][C:15]=1[O:22][CH2:23][C:24]1[CH:29]=[CH:28][CH:27]=[CH:26][CH:25]=1. Procedure details: After 6-hydroxy-2H-benzofuran-3-one 1 g and 4-methoxy-3-benzyloxybenzaldehyde 1.79 g were dissolved in methanol 75 ml, concentrated hydrochloric acid 50 ml was added, and the mixture was refluxed for 1.5 hours. The solution was cooled to room temperature, and precipitated crystals were filtered and dried over phosphorous pentoxide at a temperature of 60° C. for four hours under reduced pressure to obtain the desired compound 1.69 g. RXN SMILES: [N+]([C:4]1[CH:9]=[CH:8][C:7]([O:10][C:11]2[CH:16]=[CH:15][C:14](Cl)=[CH:13][C:12]=2Cl)=[CH:6][CH:5]=1)([O-])=O.COC1C=C(OC2C=CC(Cl)=CC=2Cl)C=CC=1[N+]([O-])=O.ClC1C=C(Cl)C=CC=1OC1C=CC([N+]([O-])=O)=C(C=1)C(OC)=O.FC(F)(F)C1C=CC(OC2C=CC(C(F)(F)F)=C([N+]([O-])=O)C=2)=CC=1[N+]([O-])=O.C(OC1C=C(OC2C=CC(C(F)(F)F)=CC=2Cl)C=CC=1[N+]([O-])=O)C.ClC1C=C(OC2C=CC([N+]([O-])=O)=C(C=2)C(O)=O)C=CC=1C(F)(F)F>>[C:11]1([O:10][C:7]2[CH:6]=[CH:5][CH:4]=[CH:9][CH:8]=2)[CH:12]=[CH:13][CH:14]=[CH:15][CH:16]=1. The reactants are FC(C1=C(C=C(C=C1)OC1=CC(=C(C=C1)C(F)(F)F)[N+](=O)[O-])[N+](=O)[O-])(F)F (trifluoro-2-nitro-p-tolyl ether), [N+](=O)([O-])C1=CC=C(C=C1)OC1=C(C=C(C=C1)Cl)Cl (2,4-Dichlorophenyl 4-nitrophenyl ether), ClC1=C(OC=2C=CC(=C(C(=O)OC)C2)[N+](=O)[O-])C=CC(=C1)Cl (methyl 5-(2,4-dichlorophenoxy)-2-nitrobenzoate), ClC1=C(C=CC(=C1)OC=1C=CC(=C(C(=O)O)C1)[N+](=O)[O-])C(F)(F)F (5-(2-chloro-α,α,α-trifluoro-p-tolyloxy)-2-nitrobenzoic acid), 2,4,6-trichlorophenyl 4'-nitrophenyl ether, COC=1C=C(C=CC1[N+](=O)[O-])OC1=C(C=C(C=C1)Cl)Cl (2,4-dichlorophenyl 3-methoxy-4-nitrophenyl ether), C(C)OC=1C=C(C=CC1[N+](=O)[O-])OC1=C(C=C(C=C1)C(F)(F)F)Cl (2-chloro-4-trifluoromethylphenyl 3-ethoxy-4-nitrophenyl ether). Product: C1(=CC=CC=C1)OC1=CC=CC=C1 (Diphenyl ether). Procedure: 2,4-Dichlorophenyl 4-nitrophenyl ether (Nitrofen), 2,4,6-trichlorophenyl 4'-nitrophenyl ether (Chlornitrofen), 2,4-dichlorophenyl 3-methoxy-4-nitrophenyl ether (Chlomethoxynil), methyl 5-(2,4-dichlorophenoxy)-2-nitrobenzoate (Bifenox), 4-nitrophenyl α,α, -trifluoro-2-nitro-p-tolyl ether (Fluorodifen), 2-chloro-4-trifluoromethylphenyl 3-ethoxy-4-nitrophenyl ether (Oxygluorfen), 5-(2-chloro-α,α,α-trifluoro-p-tolyloxy)-2-nitrobenzoic acid (Acifluorfen), etc. Solvent: C1CCCCC1 (cyclohexane), C(C)(C)O (Isopropanol), C(C)(C)O (isopropanol), C1CCCCC1 (cyclohexane). The product is C1=CC(=C(C=C1Cl)Cl)C(CN2C=CN=C2)OCC=3C=CSC3Cl (tioconazole), [Br-].[Na+] (sodium bromide). Reactants: [H-].[Na+] (NaH), ClC1=C(C=CC(=C1)Cl)C(CN1C=NC=C1)O (1-(2,4-dichlorophenyl)-2-(1-imidazolyl)ethanol), imidazolyl, ClC=1SC=CC1CBr (2-chloro-3-bromomethylthiophene). Reaction SMILES: [H-].[Na+:2].[Cl:3][C:4]1[CH:9]=[C:8]([Cl:10])[CH:7]=[CH:6][C:5]=1[CH:11]([OH:18])[CH2:12][N:13]1[CH:17]=[CH:16][N:15]=[CH:14]1.[Cl:19][C:20]1[S:21][CH:22]=[CH:23][C:24]=1[CH2:25][Br:26]>C1CCCCC1.C(O)(C)C>[CH:7]1[C:8]([Cl:10])=[CH:9][C:4]([Cl:3])=[C:5]([CH:11]([O:18][CH2:25][C:24]2[CH:23]=[CH:22][S:21][C:20]=2[Cl:19])[CH2:12][N:13]2[CH:14]=[N:15][CH:16]=[CH:17]2)[CH:6]=1.[Br-:26].[Na+:2] |f:0.1,7.8|. Procedure details: A second reactor was charged with NaH (about 16.0 g) and cyclohexane (about 193.8 g) and stirred. Isopropanol (about 157.7 g) was charged to an addition funnel and slowly added to the reactor as H2 evolved. The mixture was heated to reflux for about 1 hour. 1-(2,4-dichlorophenyl)-2-(1-imidazolyl)ethanol (about 102.8 g) and isopropanol (about 286.6 g) were charged to an Erlynmeyer and heated with stirring until all solids dissolved. The hot solution was then transferred to the refluxing reactor a...